The task is: describe an organic reaction: reactants, conditions, products, and yield. This data is from the Open Reaction Database (ORD), a public repository of structured organic reaction records. Reactants: C1(=CC=CC=C1)C=1N=C(NC1C1=CC=CC=C1)SCCCCCNCCCCCCC (N-[5-(4,5-diphenyl-1H-imidazol-2-ylthio)pentyl]-1-heptanamine), C(CC)N=C=O (propylisocyanate), C(CC)N=C=O (propylisocyanate). Run in CCCCCC (hexane). Run at time 4 hour. Yields the product C1(=CC=CC=C1)C=1N=C(NC1C1=CC=CC=C1)SCCCCCN(C(=O)NCCC)CCCCCCC (N-[5-(4,5-diphenyl-1H-imidazol-2-ylthio)pentyl]-N-heptyl-N'-propylurea). Yield: 18.7%. As a reaction SMILES: [C:1]1([C:7]2[N:8]=[C:9]([S:18][CH2:19][CH2:20][CH2:21][CH2:22][CH2:23][NH:24][CH2:25][CH2:26][CH2:27][CH2:28][CH2:29][CH2:30][CH3:31])[NH:10][C:11]=2[C:12]2[CH:17]=[CH:16][CH:15]=[CH:14][CH:13]=2)[CH:6]=[CH:5][CH:4]=[CH:3][CH:2]=1.[CH2:32]([N:35]=[C:36]=[O:37])[CH2:33][CH3:34]>CCCCCC>[C:1]1([C:7]2[N:8]=[C:9]([S:18][CH2:19][CH2:20][CH2:21][CH2:22][CH2:23][N:24]([CH2:25][CH2:26][CH2:27][CH2:28][CH2:29][CH2:30][CH3:31])[C:36]([NH:35][CH2:32][CH2:33][CH3:34])=[O:37])[NH:10][C:11]=2[C:12]2[CH:13]=[CH:14][CH:15]=[CH:16][CH:17]=2)[CH:2]=[CH:3][CH:4]=[CH:5][CH:6]=1. Procedure details: To a solution of N-[5-(4,5-diphenyl-1H-imidazol-2-ylthio)pentyl]-1-heptanamine (0.36 g, 0.0008 mol) in hexane (15 mL) was added propylisocyanate (0.094 mL, 0.085 g, 0.001 mol), and the reaction mixture was stirred at ambient temperature for 4 hours. The reaction mixture was then treated with additional propylisocyanate (0.094 mL, 0.085 g, 0.001 mol) and stirred at ambient temperature overnight and then at reflux for 72 hours. The reaction mixture was concentrated under vacuum and the residue was... Starting materials: C(=O)O.NCCC1=CC=C(NC2CCN(CC2)C(=O)NCC2=C(C=C(C=C2)N2N=CC=C2)C(F)(F)F)C=C1 (4-[4-(2-Aminoethyl)anilino]-N-[4-(1H-pyrazol-1-yl)-2-(trifluoromethyl)benzyl]-1-piperidinecarboxamide formate), C(C)(C)(C)[Si](C1=CC=CC=C1)(C1=CC=CC=C1)OC1=CC=C(C=C1)OCC1OC1 (tert-butyl-(4-oxiranylmethoxy-phenoxy)-diphenyl-silane). Solvent: C(Cl)(Cl)Cl.CO (chloroform methanol). Yields the product N1(N=CC=C1)C1=CC(=C(CNC(=O)N2CCC(CC2)NC2=CC=C(C=C2)CCNC[C@@H](COC2=CC=C(C=C2)O)O)C=C1)C(F)(F)F (4-(4-{2-[(2S)-2-Hydroxy-3-(4-hydroxy-phenoxy)-propylamino]-ethyl}-phenylamino)-piperidine-1-carboxylic Acid 4-pyrazol-1-yl-2-trifluoromethyl-benzylamide). Yield: 20.0%. RXN SMILES: C(O)=O.[NH2:4][CH2:5][CH2:6][C:7]1[CH:38]=[CH:37][C:10]([NH:11][CH:12]2[CH2:17][CH2:16][N:15]([C:18]([NH:20][CH2:21][C:22]3[CH:27]=[CH:26][C:25]([N:28]4[CH:32]=[CH:31][CH:30]=[N:29]4)=[CH:24][C:23]=3[C:33]([F:36])([F:35])[F:34])=[O:19])[CH2:14][CH2:13]2)=[CH:9][CH:8]=1.C([Si]([O:56][C:57]1[CH:62]=[CH:61][C:60]([O:63][CH2:64][CH:65]2[CH2:67][O:66]2)=[CH:59][CH:58]=1)(C1C=CC=CC=1)C1C=CC=CC=1)(C)(C)C>C(Cl)(Cl)Cl.CO>[N:28]1([C:25]2[CH:26]=[CH:27][C:22]([CH2:21][NH:20][C:18]([N:15]3[CH2:14][CH2:13][CH:12]([NH:11][C:10]4[CH:37]=[CH:38][C:7]([CH2:6][CH2:5][NH:4][CH2:67][C@H:65]([OH:66])[CH2:64][O:63][C:60]5[CH:61]=[CH:62][C:57]([OH:56])=[CH:58][CH:59]=5)=[CH:8][CH:9]=4)[CH2:17][CH2:16]3)=[O:19])=[C:23]([C:33]([F:36])([F:35])[F:34])[CH:24]=2)[CH:32]=[CH:31][CH:30]=[N:29]1 |f:0.1,3.4|. Procedure: 4-[4-(2-Aminoethyl)anilino]-N-[4-(1H-pyrazol-1-yl)-2-(trifluoromethyl)benzyl]-1-piperidinecarboxamide formate (0.532 g, 1.0 mmol) was reacted with tert-butyl-(4-oxiranylmethoxy-phenoxy)-diphenyl-silane (0.404 g, 1.0 mmol) according to Procedure G (eluant: 20:1 chloroform-methanol) to give the title compound (0.18 g, 0.20 mmol) Starting materials: N1C=CC2=CC(=CC=C12)C1=NC2=CC=C(C=C2N=C1N1CCCCC1)C(=O)OC (methyl 2-(1H-indol-5-yl)-3-(piperidin-1-yl)quinoxaline-6-carboxylate), [OH-].[Na+] (sodium hydroxide), O (water). Solvent: CO (MeOH). Run at time 8 hour. The product is N1C=CC2=CC(=CC=C12)C1=NC2=CC=C(C=C2N=C1N1CCCCC1)C(=O)O (2-(1H-indol-5-yl)-3-(piperidin-1-yl)quinoxaline-6-carboxylic acid). Yield: 76.8%. Reaction SMILES: [NH:1]1[C:9]2[C:4](=[CH:5][C:6]([C:10]3[C:19]([N:20]4[CH2:25][CH2:24][CH2:23][CH2:22][CH2:21]4)=[N:18][C:17]4[C:12](=[CH:13][CH:14]=[C:15]([C:26]([O:28]C)=[O:27])[CH:16]=4)[N:11]=3)=[CH:7][CH:8]=2)[CH:3]=[CH:2]1.[OH-].[Na+].O>CO>[NH:1]1[C:9]2[C:4](=[CH:5][C:6]([C:10]3[C:19]([N:20]4[CH2:21][CH2:22][CH2:23][CH2:24][CH2:25]4)=[N:18][C:17]4[C:12](=[CH:13][CH:14]=[C:15]([C:26]([OH:28])=[O:27])[CH:16]=4)[N:11]=3)=[CH:7][CH:8]=2)[CH:3]=[CH:2]1 |f:1.2|. Reported procedure: To a solution of methyl 2-(1H-indol-5-yl)-3-(piperidin-1-yl)quinoxaline-6-carboxylate (90 mg, 0.23 mmol) in MeOH (20 mL) was added sodium hydroxide (40 mg, 0.93 mmol) and water (2 mL). The resulting solution was stirred overnight at room temperature and concentrated in vacuo. The residue was dissolved in water (5 mL) and adjusted to pH 6 with hydrochloric acid (1N). The solids were collected by filtration to afford 2-(1H-indol-5-yl)-3-(piperidin-1-yl)quinoxaline-6-carboxylic acid as a brown soli... Reactants: ClC1=C(C=CC=C1)N1C=NC(=C1)CO ([1-(2-Chlorophenyl)-1H-imidazol-4-yl]methanol), C1(=CC=CC=C1)P(C1=CC=CC=C1)C1=CC=CC=C1 (triphenylphosphine), C(Br)(Br)(Br)Br (carbon tetrabromide). The solvent is C1CCOC1 (THF). Conditions: time 16 hour. Yields the product BrCC=1N=CN(C1)C1=C(C=CC=C1)Cl (4-(Bromomethyl)-1-(2-chlorophenyl)-1H-imidazole). As a reaction SMILES: [Cl:1][C:2]1[CH:7]=[CH:6][CH:5]=[CH:4][C:3]=1[N:8]1[CH:12]=[C:11]([CH2:13]O)[N:10]=[CH:9]1.C1(P(C2C=CC=CC=2)C2C=CC=CC=2)C=CC=CC=1.C(Br)(Br)(Br)[Br:35]>C1COCC1>[Br:35][CH2:13][C:11]1[N:10]=[CH:9][N:8]([C:3]2[CH:4]=[CH:5][CH:6]=[CH:7][C:2]=2[Cl:1])[CH:12]=1. Procedure details: 48 mg (0.16 mmol) of the compound from Example 38A and 63 mg (0.24 mmol) of triphenylphosphine were dissolved in 1.6 ml of THF, and 80 mg (0.24 mmol) of carbon tetrabromide were added at RT. The mixture was then stirred at RT for 16 h. For work-up, the mixture was filtered through 20 g of kieselguhr, the filter residue was rinsed with ethyl acetate and the filtrate was concentrated under reduced pressure. The residue was purified chromatographically on silica gel (mobile phase: cyclohexane/ethyl... Starting materials: N(=NC(=O)OC(C)(C)C)C(=O)OC(C)(C)C (di-tert-butyl azodicarboxylate), COC(C[C@@H]1COC2=C1C=CC(=C2)O)=O ([(S)-6-hydroxy-2,3-dihydro-benzofuran-3-yl]-acetic acid methyl ester), BrC1=C2CC[C@@H](C2=CC=C1C(F)(F)F)O ((S)-4-bromo-5-trifluoromethyl-indan-1-ol), C(CCC)P(CCCC)CCCC (tri-n-butyl-phosphine). Run in O1CCCC1 (tetrahydrofuran), O1CCCC1 (tetrahydrofuran), O (water). Conditions: time 2.5 hour. The product is COC(C[C@@H]1COC2=C1C=CC(=C2)O[C@@H]2CCC1=C(C(=CC=C21)C(F)(F)F)Br)=O ({(S)-6-[(R)-4-bromo-5-trifluoromethyl-indan-1-yloxy]-2,3-dihydro-benzofuran-3-yl}-acetic acid methyl ester). Reaction SMILES: N(C(OC(C)(C)C)=O)=NC(OC(C)(C)C)=O.[CH3:17][O:18][C:19](=[O:31])[CH2:20][C@H:21]1[C:25]2[CH:26]=[CH:27][C:28]([OH:30])=[CH:29][C:24]=2[O:23][CH2:22]1.[Br:32][C:33]1[C:41]([C:42]([F:45])([F:44])[F:43])=[CH:40][CH:39]=[C:38]2[C:34]=1[CH2:35][CH2:36][C@@H:37]2O.C(P(CCCC)CCCC)CCC>O1CCCC1.O>[CH3:17][O:18][C:19](=[O:31])[CH2:20][C@H:21]1[C:25]2[CH:26]=[CH:27][C:28]([O:30][C@H:37]3[C:38]4[C:34](=[C:33]([Br:32])[C:41]([C:42]([F:43])([F:44])[F:45])=[CH:40][CH:39]=4)[CH2:35][CH2:36]3)=[CH:29][C:24]=2[O:23][CH2:22]1. Reported procedure: A solution of di-tert-butyl azodicarboxylate (6.3 g) in tetrahydrofuran (20 mL) is added dropwise over 45 min to a solution of [(S)-6-hydroxy-2,3-dihydro-benzofuran-3-yl]-acetic acid methyl ester (4.71 g), (S)-4-bromo-5-trifluoromethyl-indan-1-ol (6.00 g), and tri-n-butyl-phosphine (6.9 mL) in tetrahydrofuran (50 mL) at −10° C. The resulting solution is stirred in the cooling bath for 2.5 h and then diluted with water. The resulting mixture is extracted with ethyl acetate. The combined extracts ... The reactants are [Ag+], CC#N, O=C(O)C1CCC(c2ccc(Cl)cc2)CC1, O=C1C(Cl)=C(Cl)C(=O)c2ccccc21, O=[N+]([O-])[O-], [NH4+], [NH4+], O=S(=O)([O-])OOS(=O)(=O)[O-]. The product is O=C1C(Cl)=C(C2CCC(c3ccc(Cl)cc3)CC2)C(=O)c2ccccc21. As a reaction SMILES: [Ag+:50].[CH3:43][C:44]#[N:45].[Cl:15][c:16]1[cH:17][cH:18][c:19]([CH:22]2[CH2:23][CH2:24][CH:25]([C:28]([OH:29])=[O:30])[CH2:26][CH2:27]2)[cH:20][cH:21]1.[Cl:1][C:2]1=[C:11]([Cl:12])[C:10](=[O:13])[c:9]2[c:4]([cH:5][cH:6][cH:7][cH:8]2)[C:3]1=[O:14].[N+:46]([O-:47])([O-:48])=[O:49].[NH4+:41].[NH4+:42].[S:31]([O:32][O:33][S:34]([O-:35])(=[O:36])=[O:37])([O-:38])(=[O:39])=[O:40]>>[C:2]1([CH:25]2[CH2:24][CH2:23][CH:22]([c:19]3[cH:18][cH:17][c:16]([Cl:15])[cH:21][cH:20]3)[CH2:27][CH2:26]2)=[C:11]([Cl:12])[C:10](=[O:13])[c:9]2[c:4]([cH:5][cH:6][cH:7][cH:8]2)[C:3]1=[O:14]. Reactants: COC(=O)CS, C=C(Cl)C(=O)OC, [Na], O. Yields the product COC(=O)CSCC(Cl)C(=O)OC. As a reaction SMILES: [CH3:2][O:3][C:4]([CH2:5][SH:6])=[O:7].[CH3:8][O:9][C:10]([C:11](=[CH2:12])[Cl:13])=[O:14].[Na:1].[OH2:15]>>[CH3:2][O:3][C:4]([CH2:5][S:6][CH2:12][CH:11]([C:10]([O:9][CH3:8])=[O:14])[Cl:13])=[O:7]. Reactants: CC(=O)[O-], CC(=O)OO, ClC(Cl)Cl, C=C(CC1(CC)C(=O)c2ccccc2C1=O)c1cccc(Cl)c1, [Na+], [Na+], [Na+], O, O, O, O=S([O-])([O-])=S. The product is CCC1(CC2(c3cccc(Cl)c3)CO2)C(=O)c2ccccc2C1=O. RXN SMILES: [C:27]([O-:28])(=[O:29])[CH3:30].[C:32]([O:33][OH:34])(=[O:35])[CH3:36].[CH:44]([Cl:45])([Cl:46])[Cl:47].[Cl:1][c:2]1[cH:3][c:4]([C:8](=[CH2:9])[CH2:10][C:11]2([CH2:22][CH3:23])[C:12](=[O:21])[c:13]3[cH:14][cH:15][cH:16][cH:17][c:18]3[C:19]2=[O:20])[cH:5][cH:6][cH:7]1.[Na+:31].[Na+:42].[Na+:43].[OH2:24].[OH2:25].[OH2:26].[S:37]([O-:38])([O-:39])(=[O:40])=[S:41]>>[Cl:1][c:2]1[cH:3][c:4]([C:8]2([CH2:10][C:11]3([CH2:22][CH3:23])[C:12](=[O:21])[c:13]4[cH:14][cH:15][cH:16][cH:17][c:18]4[C:19]3=[O:20])[CH2:9][O:29]2)[cH:5][cH:6][cH:7]1.